This data is from the Open Reaction Database (ORD), a public repository of structured organic reaction records. The task is: describe an organic reaction: reactants, conditions, products, and yield The reactants are BrC=1C=NC=C(C1)C1=CSC=C1 (3-bromo-5-thiophen-3-yl-pyridine), S(=O)(=O)(C1=CC=C(C)C=C1)N1C=C(C2=CC=CC=C12)B(O)O (1-tosyl-3-indoleboronic acid), Heterocycles, C(=O)([O-])[O-].[Na+].[Na+] (Na2CO3). Reagents/catalysts: C=1C=CC(=CC1)[P](C=2C=CC=CC2)(C=3C=CC=CC3)[Pd]([P](C=4C=CC=CC4)(C=5C=CC=CC5)C=6C=CC=CC6)([P](C=7C=CC=CC7)(C=8C=CC=CC8)C=9C=CC=CC9)[P](C=1C=CC=CC1)(C=1C=CC=CC1)C=1C=CC=CC1 (Pd(PPh3)4). The solvent is O1CCOCC1 (dioxane). Product: S1C=C(C=C1)C=1C=C(C=NC1)C1=CN(C2=CC=CC=C12)S(=O)(=O)C1=CC=C(C=C1)C (3-(5-thiophen-3-yl-pyridin-3-yl)-1-(toluene-4-sulfonyl)-indole). Reaction SMILES: Br[C:2]1[CH:3]=[N:4][CH:5]=[C:6]([C:8]2[CH:12]=[CH:11][S:10][CH:9]=2)[CH:7]=1.[S:13]([N:23]1[C:31]2[C:26](=[CH:27][CH:28]=[CH:29][CH:30]=2)[C:25](B(O)O)=[CH:24]1)([C:16]1[CH:22]=[CH:21][C:19]([CH3:20])=[CH:18][CH:17]=1)(=[O:15])=[O:14].C([O-])([O-])=O.[Na+].[Na+]>O1CCOCC1.C1C=CC([P]([Pd]([P](C2C=CC=CC=2)(C2C=CC=CC=2)C2C=CC=CC=2)([P](C2C=CC=CC=2)(C2C=CC=CC=2)C2C=CC=CC=2)[P](C2C=CC=CC=2)(C2C=CC=CC=2)C2C=CC=CC=2)(C2C=CC=CC=2)C2C=CC=CC=2)=CC=1>[S:10]1[CH:11]=[CH:12][C:8]([C:6]2[CH:7]=[C:2]([C:25]3[C:26]4[C:31](=[CH:30][CH:29]=[CH:28][CH:27]=4)[N:23]([S:13]([C:16]4[CH:22]=[CH:21][C:19]([CH3:20])=[CH:18][CH:17]=4)(=[O:15])=[O:14])[CH:24]=3)[CH:3]=[N:4][CH:5]=2)=[CH:9]1 |f:2.3.4,^1:50,52,71,90|. Procedure: A deoxygenated solution of 3-bromo-5-thiophen-3-yl-pyridine (250 mg, 1.04 mmol, 1 equiv), 1-tosyl-3-indoleboronic acid (430 mg, 1.36 mmol, 1.31 equiv, prepared according to Zheng, Q; Yang, Y; Martin, A. R. Heterocycles 1994, 37, 1761), Pd(PPh3)4 (60 mg, 0.052 mmol, 0.050 equiv), and 2.0 M Na2CO3 (1.0 mL, 2.0 mmol, 1.9 equiv) in dioxane (10 ml) was heated under argon at reflux for 20 h. The reaction mixture was allowed to cool, then partitioned between water (100 mL) and ethyl acetate (2×100 mL)....